This data is from the Open Reaction Database (ORD), a public repository of structured organic reaction records. The task is: describe an organic reaction: reactants, conditions, products, and yield The reactants are ClC=1C=C(C=CC1)C1(CCN(CC1)C)C(O)C (4-(3'-chlorophenyl)-α,1-dimethyl-4-piperidinemethanol), C(C)(=O)OC(C)=O (acetic anhydride). Yields the product ClC=1C=C(C=CC1)C1(CCN(CC1)C)C(O)C.C(C)(=O)[O-] (4-(3'-Chlorophenyl)-α,1-dimethyl-4-piperidinemethanol Acetate). RXN SMILES: [Cl:1][C:2]1[CH:3]=[C:4]([C:8]2([CH:15]([CH3:17])[OH:16])[CH2:13][CH2:12][N:11]([CH3:14])[CH2:10][CH2:9]2)[CH:5]=[CH:6][CH:7]=1.[C:18]([O:21]C(=O)C)(=[O:20])[CH3:19]>>[Cl:1][C:2]1[CH:3]=[C:4]([C:8]2([CH:15]([CH3:17])[OH:16])[CH2:9][CH2:10][N:11]([CH3:14])[CH2:12][CH2:13]2)[CH:5]=[CH:6][CH:7]=1.[C:18]([O-:21])(=[O:20])[CH3:19] |f:2.3|. Procedure details: A mixture of 1.00 g of 4-(3'-chlorophenyl)-α,1-dimethyl-4-piperidinemethanol (Example 1) and 5 mL of acetic anhydride was heated under reflux for 90 minutes. Removal of the excess acetic anhydride and short-path distillation of the residue (170° bath temperature, 1 micron) gave 1.05 g of the title compound as an oil. NMR (CDCl3): δ7.1-7.4 (m,4H); 4.9 (quartet, J=7 Hz,1H); 2.8 (m,2H); 2.2 (s,3H); 2.0 (s,3H); 1.9-2.4 (m,6H); and 0.9 (d,J=7 Hz,3H). Starting materials: OC1=C(C=O)C(=CC=C1)OC (2-Hydroxy-6-methoxybenzaldehyde), BrCCCCC(=O)OCC (ethyl 5-bromopentanoate), C([O-])([O-])=O.[K+].[K+] (potassium carbonate). Reagents/catalysts: [I-].[Na+] (sodium iodide). The solvent is C(C)O (ethanol). Run at time 16 hour. Yields the product C(=O)C1=C(OCCCCC(=O)OCC)C=CC=C1OC (ethyl 5-(2-formyl-3-methoxyphenoxy)pentanoate). The yield is 67.0%. As a reaction SMILES: [OH:1][C:2]1[CH:9]=[CH:8][CH:7]=[C:6]([O:10][CH3:11])[C:3]=1[CH:4]=[O:5].Br[CH2:13][CH2:14][CH2:15][CH2:16][C:17]([O:19][CH2:20][CH3:21])=[O:18].C(=O)([O-])[O-].[K+].[K+]>[I-].[Na+].C(O)C>[CH:4]([C:3]1[C:6]([O:10][CH3:11])=[CH:7][CH:8]=[CH:9][C:2]=1[O:1][CH2:13][CH2:14][CH2:15][CH2:16][C:17]([O:19][CH2:20][CH3:21])=[O:18])=[O:5] |f:2.3.4,5.6|. Procedure: 2-Hydroxy-6-methoxybenzaldehyde (26.0 g, 0.17 M), ethyl 5-bromopentanoate (27.1 ml, 0.17 M), anhydrous potassium carbonate (25.4 g), sodium iodide (1.04 g) and ethanol (230 ml) were refluxed with stirring for 16 hours. The cooled reaction mixture was filtered and the solid washed well with ethanol. The filtrate was evaporated to dryness and the residue partitioned between ether (200 ml) and water (200 ml). The organic layer was separated and washed with 2 N sodium hydroxide solution (1×150 ml), ... The reactants are ice water, C(C)C1=CC=C(OCOC2=CC=CC=C2)C=C1 (2-(4-Ethylphenoxy)methoxybenzene), B(Br)(Br)Br (BBr3), B(Br)(Br)Br (boron tribromide). The solvent is ClCCl (dichloromethane). Run at time 6 hour. Product: C(C)C1=CC=C(OC2=C(C=CC=C2)O)C=C1 (2-(4-Ethylphenoxy)phenol). The yield is 135.1%. As a reaction SMILES: [CH2:1]([C:3]1[CH:17]=[CH:16][C:6]([O:7][CH2:8]OC2C=CC=CC=2)=[CH:5][CH:4]=1)[CH3:2].B(Br)(Br)Br>ClCCl>[CH2:1]([C:3]1[CH:4]=[CH:5][C:6]([O:7][C:8]2[CH:1]=[CH:3][CH:4]=[CH:5][C:6]=2[OH:7])=[CH:16][CH:17]=1)[CH3:2]. Reported procedure: 710 mg of 2-(4-ethylphenoxy)methoxybenzene 70 are dissolved in 5 ml absolute dichloromethane. 0.6 ml of boron tribromide (1 M dichloromethane) is added dropwise, and the solution stirs for 6 h. Further BBr3 is added and the mixture is stirred until the reaction is almost complete according to LCMS. The solution is brought into ice-water, the organic phase is separated off, and the aqueous phase is extracted three times with dichloromethane. The combined organic phase is dried, evaporated to dryn...